From a dataset of the Open Reaction Database (ORD), a public repository of structured organic reaction records. describe an organic reaction: reactants, conditions, products, and yield Yield: 656.4%. Procedure details: 700 g of cyclopentene are added dropwise to 610 g of 3,5-dimethylphenol and 60 g of p-toluene sulphonic acid at 120° C. The catalyst is removed by washing with sodium hydrogen carbonate solution. The mixture is fractionated. At boiling point 141° C (0.6 mm Hg) 591 g of 3,5-dimethyl-2,6-dicyclopentylphenol are obtained. Melting point: 69° C. Reaction SMILES: [CH:1]1[CH2:5][CH2:4][CH2:3][CH:2]=1.[CH3:6][C:7]1[CH:8]=[C:9]([OH:14])[CH:10]=[C:11]([CH3:13])[CH:12]=1.[C:15]1([CH3:25])[CH:20]=[CH:19][C:18](S(O)(=O)=O)=CC=1>>[CH3:6][C:7]1[C:8]([CH:18]2[CH2:19][CH2:20][CH2:15][CH2:25]2)=[C:9]([OH:14])[C:10]([CH:1]2[CH2:5][CH2:4][CH2:3][CH2:2]2)=[C:11]([CH3:13])[CH:12]=1. The reactants are C1=CCCC1 (cyclopentene), CC=1C=C(C=C(C1)C)O (3,5-dimethylphenol), C1(=CC=C(C=C1)S(=O)(=O)O)C (p-toluene sulphonic acid). Product: CC=1C(=C(C(=C(C1)C)C1CCCC1)O)C1CCCC1 (3,5-dimethyl-2,6-dicyclopentylphenol). Starting materials: CC(=O)O[BH-](OC(C)=O)OC(C)=O, O=C([O-])O, CCOC(C)=O, C1COCCN1, CCOCC, ClCCCl, Nc1ncnc2c1c(-c1ccc(Oc3ccccc3C=O)cc1)cn2C1CCOC1, [Na+], [Na+]. Product: Nc1ncnc2c1c(-c1ccc(Oc3ccccc3CN3CCOCC3)cc1)cn2C1CCOC1. RXN SMILES: [C:37]([O:38][BH-:39]([O:40][C:41](=[O:42])[CH3:43])[O:44][C:45](=[O:46])[CH3:47])(=[O:48])[CH3:49].[C:51](=[O:52])([OH:53])[O-:54].[C:56]([O:57][CH2:58][CH3:59])(=[O:60])[CH3:61].[CH2:31]1[CH2:32][O:33][CH2:34][CH2:35][NH:36]1.[CH2:62]([O:63][CH2:64][CH3:65])[CH3:66].[Cl:67][CH2:68][CH2:69][Cl:70].[NH2:1][c:2]1[c:3]2[c:4]([n:5][cH:6][n:7]1)[n:8]([CH:26]1[CH2:27][O:28][CH2:29][CH2:30]1)[cH:9][c:10]2-[c:11]1[cH:12][cH:13][c:14]([O:15][c:16]2[c:17]([CH:18]=[O:19])[cH:20][cH:21][cH:22][cH:23]2)[cH:24][cH:25]1.[Na+:50].[Na+:55]>>[NH2:1][c:2]1[c:3]2[c:4]([n:5][cH:6][n:7]1)[n:8]([CH:26]1[CH2:27][O:28][CH2:29][CH2:30]1)[cH:9][c:10]2-[c:11]1[cH:12][cH:13][c:14]([O:15][c:16]2[c:17]([CH2:18][N:36]3[CH2:31][CH2:32][O:33][CH2:34][CH2:35]3)[cH:20][cH:21][cH:22][cH:23]2)[cH:24][cH:25]1. Starting materials: CC(=O)CC(C)C, Fc1ccc(CCl)cc1, [I-], [K+], O=[N+]([O-])O, O=[N+]([O-])O, [Na+], [Na+], O=C([O-])[O-], c1ccc(Cn2c(NC3CCN(c4nc5ccccc5[nH]4)CC3)nc3ccccc32)cc1. RXN SMILES: [CH3:58][CH:59]([CH3:60])[CH2:61][C:62](=[O:63])[CH3:64].[Cl:41][CH2:42][c:43]1[cH:44][cH:45][c:46]([F:49])[cH:47][cH:48]1.[I-:57].[K+:56].[N+:1]([O-:2])([OH:3])=[O:4].[N+:5]([O-:6])([OH:7])=[O:8].[Na+:50].[Na+:51].[O-:52][C:53](=[O:54])[O-:55].[nH:9]1[c:10]([N:18]2[CH2:19][CH2:20][CH:21]([NH:24][c:25]3[n:26][c:27]4[c:28]([n:29]3[CH2:30][c:31]3[cH:32][cH:33][cH:34][cH:35][cH:36]3)[cH:37][cH:38][cH:39][cH:40]4)[CH2:22][CH2:23]2)[n:11][c:12]2[c:13]1[cH:14][cH:15][cH:16][cH:17]2>>[n:9]1([CH2:42][c:43]2[cH:44][cH:45][c:46]([F:49])[cH:47][cH:48]2)[c:10]([N:18]2[CH2:19][CH2:20][CH:21]([NH:24][c:25]3[n:26][c:27]4[c:28]([n:29]3[CH2:30][c:31]3[cH:32][cH:33][cH:34][cH:35][cH:36]3)[cH:37][cH:38][cH:39][cH:40]4)[CH2:22][CH2:23]2)[n:11][c:12]2[c:13]1[cH:14][cH:15][cH:16][cH:17]2. Product: Fc1ccc(Cn2c(N3CCC(Nc4nc5ccccc5n4Cc4ccccc4)CC3)nc3ccccc32)cc1. The reactants are O[C@@H]1[C@@H](CN(CC1)C(=O)OC(C)(C)C)CNC(=O)OCC1=CC=CC=C1 (1,1-dimethylethyl (3R,4S)-4-hydroxy-3-[({[(phenylmethyl)oxy]carbonyl}amino)methyl]-1-piperidinecarboxylate). Run in C(=O)(C(F)(F)F)O.C(Cl)Cl (TFA DCM). Run at time 1 hour. Yields the product O[C@@H]1[C@@H](CNCC1)CNC(OCC1=CC=CC=C1)=O (Phenylmethyl {[(3S,4S)-4-hydroxy-3-piperidinyl]methyl}carbamate). The yield is 84.0%. Reaction SMILES: [OH:1][C@H:2]1[CH2:7][CH2:6][N:5](C(OC(C)(C)C)=O)[CH2:4][C@H:3]1[CH2:15][NH:16][C:17]([O:19][CH2:20][C:21]1[CH:26]=[CH:25][CH:24]=[CH:23][CH:22]=1)=[O:18]>C(O)(C(F)(F)F)=O.C(Cl)Cl>[OH:1][C@H:2]1[CH2:7][CH2:6][NH:5][CH2:4][C@H:3]1[CH2:15][NH:16][C:17](=[O:18])[O:19][CH2:20][C:21]1[CH:26]=[CH:25][CH:24]=[CH:23][CH:22]=1 |f:1.2|. Reported procedure: To a flask containing 1,1-dimethylethyl (3R,4S)-4-hydroxy-3-[({[(phenylmethyl)oxy]carbonyl}amino)methyl]-1-piperidinecarboxylate (for a preparation see Example 135(e)) (1 g; 2.74 mmol) was added 100 mL of TFA/DCM (50%). The reaction mixture was stirred for 1 h and then concentrated. The crude product was made basic by the addition of 6N NaOH and extracted into 10% MeOH/DCM (2×50 mL). The organic fractions were dried with anhydrous sodium sulfate, filtered and concentrated to obtain the product a... Reactants: C(C)(C)(C)OC(NC1(COC(OC1)(C)C)CCC1=CC(=C(C=C1)OCCCC1=C(C=CC=C1)F)C(F)(F)F)=O ([5-(2-{4-[3-(2-fluorophenyl)propoxy]-3-trifluoromethylphenyl}ethyl)-2,2-dimethyl-1,3-dioxan-5-yl]carbamic acid t-butyl ester), Cl (hydrochloric acid). Run in C(C)O (ethanol). Reaction conditions: temperature 80 celsius, time 2.5 hour. Product: Cl.NC(CO)(CO)CCC1=CC(=C(C=C1)OCCCC1=C(C=CC=C1)F)C(F)(F)F (2-amino-2-(2-{4-[3-(2-fluorophenyl)propoxy]-3-trifluoromethylphenyl}ethyl)propane-1,3-diol hydrochloride). As a reaction SMILES: C(OC(=O)[NH:7][C:8]1([CH2:16][CH2:17][C:18]2[CH:23]=[CH:22][C:21]([O:24][CH2:25][CH2:26][CH2:27][C:28]3[CH:33]=[CH:32][CH:31]=[CH:30][C:29]=3[F:34])=[C:20]([C:35]([F:38])([F:37])[F:36])[CH:19]=2)[CH2:13][O:12]C(C)(C)[O:10][CH2:9]1)(C)(C)C.[ClH:40]>C(O)C>[ClH:40].[NH2:7][C:8]([CH2:16][CH2:17][C:18]1[CH:23]=[CH:22][C:21]([O:24][CH2:25][CH2:26][CH2:27][C:28]2[CH:33]=[CH:32][CH:31]=[CH:30][C:29]=2[F:34])=[C:20]([C:35]([F:38])([F:36])[F:37])[CH:19]=1)([CH2:13][OH:12])[CH2:9][OH:10] |f:3.4|. Procedure details: Compound 22-3 (740 mg) was dissolved in ethanol (15 ml), concentrated hydrochloric acid (1.5 ml) was added, and the mixture was stirred at 80° C. for 2.5 hr. The reaction mixture was concentrated, and the residue was washed with diethyl ether to give the object product (540 mg) as a white powder. Reactants: C(C1=CC=CC=C1)NC(O)=O.NC1N=C(C2=C(N(C1=O)CC(=O)N(C1=CC=CC=C1)C(C)C)C=CC=C2)C (2-(3-amino-5-methyl-2-oxo-2,3-dihydro-benzo[e][1,4]diazepin-1-yl)-N-isopropyl-N-phenyl acetamide benzyl carbamate). The reagents and catalysts are [Pd] (palladium on carbon). Run in CO (methanol). Reaction conditions: time 15 hour. Product: C(C)(C)N(C(CN1C(CNC(C2=C1C=CC=C2)C)=O)=O)C2=CC=CC=C2 (N-Isopropyl-2-(5-methyl-2-oxo-2,3,4,5-tetrahydro-benzo [e][1,4]diazepin-1-yl) -N-phenyl-acetamide). Isolated yield 108.7%. Reaction SMILES: C(NC(=O)O)C1C=CC=CC=1.N[CH:13]1[C:19](=[O:20])[N:18]([CH2:21][C:22]([N:24]([CH:31]([CH3:33])[CH3:32])[C:25]2[CH:30]=[CH:29][CH:28]=[CH:27][CH:26]=2)=[O:23])[C:17]2[CH:34]=[CH:35][CH:36]=[CH:37][C:16]=2[C:15]([CH3:38])=[N:14]1>CO.[Pd]>[CH:31]([N:24]([C:25]1[CH:30]=[CH:29][CH:28]=[CH:27][CH:26]=1)[C:22](=[O:23])[CH2:21][N:18]1[C:17]2[CH:34]=[CH:35][CH:36]=[CH:37][C:16]=2[CH:15]([CH3:38])[NH:14][CH2:13][C:19]1=[O:20])([CH3:32])[CH3:33] |f:0.1|. Reported procedure: To 2-(3-amino-5-methyl-2-oxo-2,3-dihydro-benzo[e][1,4]diazepin-1-yl)-N-isopropyl-N-phenyl acetamide benzyl carbamate (783 mg, 1.60 mmol) in methanol (16 mL) was added 10% palladium on carbon (320 mg). The resulting mixture was stirred under a hydrogen atmosphere for 15 h. The solids were removed by filtration through a pad of celite. The celite pad was washed with methanol and the filtrate concentrated in vacuo to give the titled compound (611 mg, 100%). Rf =0.04 (2/3 ethyl acetate/hexane); 1HNM... The reactants are ClC1=NN(C(C1)C(=O)OCC)C=1C=NC=CC1 (ethyl 3-chloro-1-(pyridin-3-yl)-4,5-dihydro-1H-pyrazole-5-carboxylate). Reagents/catalysts: [O-2].[Mn+4].[O-2] (manganese(IV) oxide). Solvent: C(C)#N (acetonitrile). Conditions: temperature 60 celsius. Yields the product ClC1=NN(C(=C1)C(=O)OCC)C=1C=NC=CC1 (ethyl 3-chloro-1-(pyridin-3-yl)-1H-pyrazole-5-carboxylate). Reaction SMILES: [Cl:1][C:2]1[CH2:6][CH:5]([C:7]([O:9][CH2:10][CH3:11])=[O:8])[N:4]([C:12]2[CH:13]=[N:14][CH:15]=[CH:16][CH:17]=2)[N:3]=1>[O-2].[Mn+4].[O-2].C(#N)C>[Cl:1][C:2]1[CH:6]=[C:5]([C:7]([O:9][CH2:10][CH3:11])=[O:8])[N:4]([C:12]2[CH:13]=[N:14][CH:15]=[CH:16][CH:17]=2)[N:3]=1 |f:1.2.3|. Procedure details: In a preferred reaction, ethyl 3-chloro-1-(pyridin-3-yl)-4,5-dihydro-1H-pyrazole-5-carboxylate (10b) and acetonitrile are mixed with manganese(IV) oxide and the mixture is heated at about 60° C. until the reaction is completed. The ethyl 3-chloro-1-(pyridin-3-yl)-1H-pyrazole-5-carboxylate (10c) is conveniently isolated and purified by standard techniques. The reactants are NC1=CC=CC2=C1C=CSC1=C2C=CC(=C1)C#N (8-amino-3-cyanodibenzothiepin), cupric chloride dihydrate, cuprous chloride, Cl (hydrochloric acid), N(=O)[O-].[Na+] (sodium nitrite), chloro. Run in O (water), O (water), O (water). Reaction conditions: time 0.5 hour. Yields the product ClC=1C=CC2=C(C=CC3=C(S2)C=C(C=C3)C#N)C1 (8-Chloro-3-cyanodibenzo[b,f]thiepin). RXN SMILES: N[C:2]1[C:7]2[CH:8]=[CH:9][S:10][C:11]3[CH:16]=[C:15]([C:17]#[N:18])[CH:14]=[CH:13][C:12]=3[C:6]=2[CH:5]=[CH:4][CH:3]=1.[ClH:19].N([O-])=O.[Na+]>O>[Cl:19][C:2]1[CH:7]=[CH:8][C:9]2[S:10][C:11]3[CH:16]=[C:15]([C:17]#[N:18])[CH:14]=[CH:13][C:12]=3[CH:6]=[CH:5][C:4]=2[CH:3]=1 |f:2.3|. Procedure: 1 G. 8-amino-3-cyanodibenzothiepin is suspended in 16 cc. concentrated hydrochloric acid and 5 cc. of water. The suspension is maintained at a temperature between 0° and 5° C. and 300 mg. sodium nitrite in 2 cc. of cold water is added slowly. The reaction mixture is stirred for 1/2 hour. A mixture of 400 mg. cuprous chloride and 700 mg. cupric chloride dihydrate is then added slowly. After the evolution of nitrogen has subsided, the reaction mixture is stirred at room temperature for 20 minutes,... The reactants are hydrogen oxalate salt, C(C)(=O)NCCOC1=C2C(S(CC1)(=O)=O)SC(=C2)S(=O)(=O)N (5,6-dihydro-4-[2-(acetamido)ethoxy]thieno[2,3-b]thiopyran-2-sulfonamide-7,7-dioxide), CSC.B (Borane methyl sulfide), CSC (methyl sulfide), C(C(=O)O)(=O)O (oxalic acid). Solvent: CCOCC (ether), C1CCOC1 (THF), C(C)O (ethanol). Run at time 30 minute. The product is C(C)NCCOC1=C2C(S(CC1)(=O)=O)SC(=C2)S(=O)(=O)N (5,6-Dihydro-4-[2-(ethylamino)ethoxy]thieno[2,3-b]-thiopyran-2-sulfonamide-7,7-dioxide). RXN SMILES: [C:1]([NH:4][CH2:5][CH2:6][O:7][C:8]1[CH2:13][CH2:12][S:11](=[O:15])(=[O:14])[CH:10]2[S:16][C:17]([S:19]([NH2:22])(=[O:21])=[O:20])=[CH:18][C:9]=12)(=O)[CH3:2].CSC.B.CSC.C(O)(=O)C(O)=O>C1COCC1.C(O)C.CCOCC>[CH2:1]([NH:4][CH2:5][CH2:6][O:7][C:8]1[CH2:13][CH2:12][S:11](=[O:14])(=[O:15])[CH:10]2[S:16][C:17]([S:19]([NH2:22])(=[O:20])=[O:21])=[CH:18][C:9]=12)[CH3:2] |f:1.2|. Procedure details: Under nitrogen, a suspension of 5,6-dihydro-4-[2-(acetamido)ethoxy]thieno[2,3-b]thiopyran-2-sulfonamide-7,7-dioxide (2.0 g, 0.0054 mole) in THF (50 ml) was heated to just barely refluxing. Borane methyl sulfide (1.6 ml of 10M solution) was introduced dropwise while methyl sulfide was distilled. Heating was continued for 30 minutes with slow distillaion of THF. The mixture then was evaporated to dryness in vacuo. The residue was treated cautiously with 6N HCl (25 ml). The resulting solution was h...